This data is from the Open Reaction Database (ORD), a public repository of structured organic reaction records. The task is: describe an organic reaction: reactants, conditions, products, and yield Reactants: ClCCCl, CC1CN(C(=O)C(F)(F)F)CCc2ccc(Cl)cc21, O, O=S(=O)(O)C(F)(F)F. Yields the product CC1CN(C(=O)C(F)(F)F)CCc2ccc(Cl)c(F)c21. As a reaction SMILES: [Cl:29][CH2:30][CH2:31][Cl:32].[F:1][C:2]([C:3](=[O:4])[N:5]1[CH2:6][CH2:7][c:8]2[c:9]([cH:13][c:14]([Cl:17])[cH:15][cH:16]2)[CH:10]([CH3:12])[CH2:11]1)([F:18])[F:19].[OH2:28].[OH:20][S:21]([C:22]([F:23])([F:24])[F:25])(=[O:26])=[O:27]>>[F:1][C:2]([C:3](=[O:4])[N:5]1[CH2:6][CH2:7][c:8]2[c:9]([c:13]([F:25])[c:14]([Cl:17])[cH:15][cH:16]2)[CH:10]([CH3:12])[CH2:11]1)([F:18])[F:19]. Starting materials: O.[OH-].[Li+] (Lithium hydroxide monohydrate), CC(C(=O)O)CCSC=1N(N=C2N(C(N(C(C21)=O)C)=O)CC(C)C)CC2=CC=CC1=CC=CC=C21 (methyl 4-[(4,5,6,7-tetrahydro-5-methyl-7-{2-methylpropyl}-2-{1-naphthalenylmethyl}-4,6-dioxo-2H-pyrazolo[3,4-d]pyrimidin-3-yl)thio]butanoic acid). Run in O1CCCC1 (tetrahydrofuran), O (water). The product is CN1C(N(C=2C(C1=O)=C(N(N2)CC2=CC=CC1=CC=CC=C21)SCCCC(=O)O)CC(C)C)=O (4-[(4,5,6,7-tetrahydro-5-methyl-7-{2-methylpropyl}-2-{1-naphthalenylmethyl}-4,6-dioxo-2H-pyrazolo[3,4-d]pyrimidin-3-yl)thio]butanoic Acid). Isolated yield 53.5%. As a reaction SMILES: O.[OH-].[Li+].C[CH:5]([CH2:9][CH2:10][S:11][C:12]1[N:13]([CH2:28][C:29]2[C:38]3[C:33](=[CH:34][CH:35]=[CH:36][CH:37]=3)[CH:32]=[CH:31][CH:30]=2)[N:14]=[C:15]2[C:20]=1[C:19](=[O:21])[N:18]([CH3:22])[C:17](=[O:23])[N:16]2[CH2:24][CH:25]([CH3:27])[CH3:26])[C:6]([OH:8])=[O:7]>O1CCCC1.O>[CH3:22][N:18]1[C:19](=[O:21])[C:20]2=[C:12]([S:11][CH2:10][CH2:9][CH2:5][C:6]([OH:8])=[O:7])[N:13]([CH2:28][C:29]3[C:38]4[C:33](=[CH:34][CH:35]=[CH:36][CH:37]=4)[CH:32]=[CH:31][CH:30]=3)[N:14]=[C:15]2[N:16]([CH2:24][CH:25]([CH3:26])[CH3:27])[C:17]1=[O:23] |f:0.1.2|. Reported procedure: Lithium hydroxide monohydrate (80 mg) was added to a solution of methyl 4-[(4,5,6,7-tetrahydro-5-methyl-7-{2-methylpropyl}-2-{1-naphthalenylmethyl}-4,6-dioxo-2H-pyrazolo[3,4-d]pyrimidin-3-yl)thio]butanoic acid (250 mg) in tetrahydrofuran (20 ml) and water was then added to give a homogeneous solution. After 18 hours the reaction mixture was partitioned between ether and 2 M sodium hydroxide. The aqueous phase was acidified with concentrated hydrochloric acid and extracted with ethyl acetate whic... Reactants: C(C)(C)(C)OC(=O)NC1=C(N=C(S1)C1=C(C=CC=C1)F)C(=O)O (5-(tert-butoxycarbonylamino)-2-(2-fluorophenyl)thiazole-4-carboxylic acid), F[C@H]1CO[C@@H](CC[C@H]1NC(OC(C)(C)C)=O)C1=C(C=NN1C)[N+](=O)[O-] (tert-butyl ((3R,4R,7S)-3-fluoro-7-(1-methyl-4-nitro-1H-pyrazol-5-yl)oxepan-4-yl)carbamate), F[C@H]1CO[C@@H](CC[C@H]1NC(OC(C)(C)C)=O)C1=C(C=NN1C)[N+](=O)[O-] (tert-butyl ((3R,4R,7S)-3-fluoro-7-(1-methyl-4-nitro-1H-pyrazol-5-yl)oxepan-4-yl)carbamate). The product is NC1=C(N=C(S1)C1=C(C=CC=C1)F)C(=O)NC=1C=NN(C1[C@H]1OC[C@@H]([C@@H](CC1)N)F)C (5-Amino-N-(5-((2S,5R,6R)-5-amino-6-fluorooxepan-2-yl)-1-methyl-1H-pyrazol-4-yl)-2-(2-fluorophenyl)thiazole-4-carboxamide), hydrochloride salt. The yield is 71.0%. RXN SMILES: [F:1][C@@H:2]1[C@H:8]([NH:9]C(=O)OC(C)(C)C)[CH2:7][CH2:6][C@@H:5]([C:17]2[N:21]([CH3:22])[N:20]=[CH:19][C:18]=2[N+:23]([O-])=O)[O:4][CH2:3]1.C(OC([NH:33][C:34]1[S:38][C:37]([C:39]2[CH:44]=[CH:43][CH:42]=[CH:41][C:40]=2[F:45])=[N:36][C:35]=1[C:46](O)=[O:47])=O)(C)(C)C>>[NH2:33][C:34]1[S:38][C:37]([C:39]2[CH:44]=[CH:43][CH:42]=[CH:41][C:40]=2[F:45])=[N:36][C:35]=1[C:46]([NH:23][C:18]1[CH:19]=[N:20][N:21]([CH3:22])[C:17]=1[C@@H:5]1[CH2:6][CH2:7][C@@H:8]([NH2:9])[C@@H:2]([F:1])[CH2:3][O:4]1)=[O:47]. Procedure: Following the procedure for Example 111 starting from tert-butyl ((3R,4R,7S)-3-fluoro-7-(1-methyl-4-nitro-1H-pyrazol-5-yl)oxepan-4-yl)carbamate (Intermediate 24), and replacing 5-((tert-butoxycarbonyl)amino)-2-(2,6-difluorophenyl)thiazole-4-carboxylic acid with 5-(tert-butoxycarbonylamino)-2-(2-fluorophenyl)thiazole-4-carboxylic acid (Example 7) gave 186 as the hydrochloride salt as a white solid (38 mg, 71%). 1H NMR (400 MHz, d6-DMSO) δ 9.47 (s, 1H), 8.60-8.40 (m, 3H), 8.19-8.13 (m, 1H), 7.71 (... The reactants are FC1=CC=C(C=C1)C(C(C(=O)OCC)CC1=CC(=NO1)OC(C(F)F)(F)F)O (ethyl (2RS,3SR)-3-(4-fluorophenyl)-3-hydroxy-2-[[3-(1,1,2,2-tetrafluoroethoxy)isoxazol-5-yl]methyl]propionate), [OH-].[Na+] (sodium hydroxide). Solvent: CO (methanol). Conditions: time 2 hour. Yields the product crude product, FC1=CC=C(C=C1)C(C(C(=O)O)CC1=CC(=NO1)OC(C(F)F)(F)F)O ((2RS,3SR)-3-(4-fluorophenyl)-3-hydroxy-2-[[3-(1,1,2,2-tetrafluoroethoxy)isoxazol-5-yl]methyl]propionic acid). As a reaction SMILES: [F:1][C:2]1[CH:7]=[CH:6][C:5]([CH:8]([OH:28])[CH:9]([CH2:15][C:16]2[O:20][N:19]=[C:18]([O:21][C:22]([F:27])([F:26])[CH:23]([F:25])[F:24])[CH:17]=2)[C:10]([O:12]CC)=[O:11])=[CH:4][CH:3]=1.[OH-].[Na+]>CO>[F:1][C:2]1[CH:3]=[CH:4][C:5]([CH:8]([OH:28])[CH:9]([CH2:15][C:16]2[O:20][N:19]=[C:18]([O:21][C:22]([F:26])([F:27])[CH:23]([F:25])[F:24])[CH:17]=2)[C:10]([OH:12])=[O:11])=[CH:6][CH:7]=1 |f:1.2|. Procedure details: To a solution of ethyl (2RS,3SR)-3-(4-fluorophenyl)-3-hydroxy-2-[[3-(1,1,2,2-tetrafluoroethoxy)isoxazol-5-yl]methyl]propionate (1.402 g, 3.425 mmol) in methanol (30 ml) was added 1N aqueous sodium hydroxide solution (6.85 ml, 6.85 mmol), and the mixture was stirred at room temperature for 2 hrs. The reaction solution was concentrated and diluted with water. The reaction solution was acidified with 1N hydrochloric acid, and extracted twice with ethyl acetate. The recovered organic layer was dried... The reactants are ClC=1C=C2C(=CNC2=CC1)CCCCCC(=O)O (6-(5-chloro-1H-indol-3-yl)hexanoic acid), NCC1CCC(CC1)(C1=CC=CC=C1)N(C)C ((4-aminomethyl-1-phenylcyclohexyl)dimethylamine), [Cl-].COC1=NC(=NC(=N1)OC)[N+]1(CCOCC1)C (4-(4,6-dimethoxy-1,3,5-triazin-2-yl)-4-methylmorpholinium chloride), Cl[Si](C)(C)C (chlorotrimethylsilane). Run in CO (methanol), CCOCC (ether). Conditions: time 2 day. Yields the product Cl.CN(C1(CCC(CC1)CNC(CCCCCC1=CNC2=CC=C(C=C12)Cl)=O)C1=CC=CC=C1)C (6-(5-Chloro-1H-indol-3-yl)hexanoic acid (4-dimethylamino-4-phenylcyclohexylmethyl)amide hydrochloride), CN(C1(CCC(CC1)CNC(CCCCCC1=CNC2=CC=C(C=C12)Cl)=O)C1=CC=CC=C1)C (6-(5-chloro-1H-indol-3-yl)hexanoic acid (4-dimethylamino-4-phenylcyclohexylmethyl)amide). Reaction SMILES: [NH2:1][CH2:2][CH:3]1[CH2:8][CH2:7][C:6]([N:15]([CH3:17])[CH3:16])([C:9]2[CH:14]=[CH:13][CH:12]=[CH:11][CH:10]=2)[CH2:5][CH2:4]1.[Cl-].COC1N=C(OC)N=C([N+]2(C)CCOCC2)N=1.[Cl:36][C:37]1[CH:38]=[C:39]2[C:43](=[CH:44][CH:45]=1)[NH:42][CH:41]=[C:40]2[CH2:46][CH2:47][CH2:48][CH2:49][CH2:50][C:51]([OH:53])=[O:52].Cl[Si](C)(C)C>CCOCC.CO>[ClH:36].[CH3:16][N:15]([CH3:17])[C:6]1([C:9]2[CH:10]=[CH:11][CH:12]=[CH:13][CH:14]=2)[CH2:5][CH2:4][CH:3]([CH2:2][NH:1][C:51](=[O:52])[CH2:50][CH2:49][CH2:48][CH2:47][CH2:46][C:40]2[C:39]3[C:43](=[CH:44][CH:45]=[C:37]([Cl:36])[CH:38]=3)[NH:42][CH:41]=2)[CH2:8][CH2:7]1.[CH3:16][N:15]([CH3:17])[C:6]1([C:9]2[CH:14]=[CH:13][CH:12]=[CH:11][CH:10]=2)[CH2:7][CH2:8][CH:3]([CH2:2][NH:1][C:51](=[O:53])[CH2:50][CH2:49][CH2:48][CH2:47][CH2:46][C:40]2[C:39]3[C:43](=[CH:44][CH:45]=[C:37]([Cl:36])[CH:38]=3)[NH:42][CH:41]=2)[CH2:4][CH2:5]1 |f:1.2,7.8|. Procedure: A mixture of the diastereoisomers of (4-aminomethyl-1-phenylcyclohexyl)dimethylamine (152 mg, 0.65 mmol.) and 4-(4,6-dimethoxy-1,3,5-triazin-2-yl)-4-methylmorpholinium chloride (207.5 mg, 0.75 mmol.) was added to a solution of 6-(5-chloro-1H-indol-3-yl)hexanoic acid (174 mg, 0.65 mmol.) in abs. methanol (5 ml), and stirring was carried out for 2 d at RT. For working up, the mixture was concentrated, water (15 ml) was added to the residue, the pH was adjusted to 11 with 5M NaOH and extraction was... Reactants: IC1=CC=C2C=C(NC(C2=C1)=O)C1=C(C=CC=C1)C(F)(F)F (7-iodo-3-(2-trifluoromethylphenyl)-2H-isoquinolin-1-one), N1C(CCC1)=O (2-pyrrolidone), [Cl-].[NH4+] (ammonium chloride), CC1(C2=CC=CC(=C2OC=2C(=CC=CC12)P(C1=CC=CC=C1)C1=CC=CC=C1)P(C1=CC=CC=C1)C1=CC=CC=C1)C (9,9-dimethyl-4,5-bis(diphenylphosphino)xanthene), C([O-])([O-])=O.[Cs+].[Cs+] (cesium carbonate). The reagents and catalysts are C=1C=CC(=CC1)/C=C/C(=O)/C=C/C2=CC=CC=C2.C=1C=CC(=CC1)/C=C/C(=O)/C=C/C2=CC=CC=C2.C=1C=CC(=CC1)/C=C/C(=O)/C=C/C2=CC=CC=C2.[Pd].[Pd] (tris(dibenzylideneacetone)dipalladium). The product is O=C1N(CCC1)C1=CC=C2C=C(NC(C2=C1)=O)C1=C(C=CC=C1)C(F)(F)F (7-(2-oxopyrrolidin-1-yl)-3-(2-trifluoromethylphenyl)-2H-isoquinolin-1-one). Isolated yield 82.0%. RXN SMILES: I[C:2]1[CH:11]=[C:10]2[C:5]([CH:6]=[C:7]([C:13]3[CH:18]=[CH:17][CH:16]=[CH:15][C:14]=3[C:19]([F:22])([F:21])[F:20])[NH:8][C:9]2=[O:12])=[CH:4][CH:3]=1.CC1(C)C2C=CC=C(P(C3C=CC=CC=3)C3C=CC=CC=3)C=2OC2C1=CC=CC=2P(C1C=CC=CC=1)C1C=CC=CC=1.C(=O)([O-])[O-].[Cs+].[Cs+].[NH:71]1[CH2:75][CH2:74][CH2:73][C:72]1=[O:76].[Cl-].[NH4+]>C1C=CC(/C=C/C(/C=C/C2C=CC=CC=2)=O)=CC=1.C1C=CC(/C=C/C(/C=C/C2C=CC=CC=2)=O)=CC=1.C1C=CC(/C=C/C(/C=C/C2C=CC=CC=2)=O)=CC=1.[Pd].[Pd]>[O:76]=[C:72]1[CH2:73][CH2:74][CH2:75][N:71]1[C:2]1[CH:11]=[C:10]2[C:5]([CH:6]=[C:7]([C:13]3[CH:18]=[CH:17][CH:16]=[CH:15][C:14]=3[C:19]([F:22])([F:21])[F:20])[NH:8][C:9]2=[O:12])=[CH:4][CH:3]=1 |f:2.3.4,6.7,8.9.10.11.12|. Procedure details: The 7-iodo-3-(2-trifluoromethylphenyl)-2H-isoquinolin-1-one (20.8 mg, 0.05 mmol) prepared in step D of Example 1-1, tris(dibenzylideneacetone)dipalladium (2.2 mg, 0.0025 mmol), 9,9-dimethyl-4,5-bis(diphenylphosphino)xanthene (4.2 mg, 0.0075 mmol), cesium carbonate (22.8 mg, 0.07 mmol), and 2-pyrrolidone (4.6 μl) were suspended in 1,4-dixane (0.5 ml), and the suspension was then stirred under heating to reflux overnight. Thereafter, the reaction solution was cooled to a room temperature, and a sa... The reactants are C1(CCCCC1)N=C=NC1CCCCC1 (dicyclohexylcarbodiimide), C(C)(=O)OCC1=C(N2C(C(C2SC1)NC(C(C(=O)OCC)C=1C=CC2=C(CCO2)C1)=O)=O)C(=O)O (3-[(acetyloxy)methyl]-7-[[3-ethoxy-1,3-dioxo-2-(2,3-dihydro-5-benzofuranyl)-propyl]amino]-8-oxo-5-thia-1-azabicyclo[4.2.0]oct-2-ene-2-carboxylic acid), [Na] (sodium), C(C)(=O)OC1=CC=C(CO)C=C1 (p-(acetyloxy)-benzyl alcohol). Solvent: CN(C=O)C (DMF), CN(C=O)C (dimethylformamide). Product: C(C)(=O)OC1=CC=C(COC(=O)C=2N3C(C(C3SCC2COC(C)=O)NC(C(C(=O)OCC)C=2C=CC3=C(CCO3)C2)=O)=O)C=C1 (3-[(Acetyloxy)methyl]-7-[[3-ethoxy-1,3-dioxo-2-(2,3-dihydro-5-benzofuranyl)propyl]amino]-8-oxo-5-thia-1-azabicyclo[4.2.0]oct-2-ene-2-carboxylic acid p-(acetyloxy)benzyl ester). RXN SMILES: [C:1]([O:4][CH2:5][C:6]1[CH2:13][S:12][CH:11]2[N:8]([C:9](=[O:32])[CH:10]2[NH:14][C:15](=[O:31])[CH:16]([C:22]2[CH:23]=[CH:24][C:25]3[O:29][CH2:28][CH2:27][C:26]=3[CH:30]=2)[C:17]([O:19][CH2:20][CH3:21])=[O:18])[C:7]=1[C:33]([OH:35])=[O:34])(=[O:3])[CH3:2].[Na].[C:37]([O:40][C:41]1[CH:48]=[CH:47][C:44]([CH2:45]O)=[CH:43][CH:42]=1)(=[O:39])[CH3:38].C1(N=C=NC2CCCCC2)CCCCC1>CN(C)C=O>[C:37]([O:40][C:41]1[CH:48]=[CH:47][C:44]([CH2:45][O:34][C:33]([C:7]2[N:8]3[CH:11]([S:12][CH2:13][C:6]=2[CH2:5][O:4][C:1](=[O:3])[CH3:2])[CH:10]([NH:14][C:15](=[O:31])[CH:16]([C:22]2[CH:23]=[CH:24][C:25]4[O:29][CH2:28][CH2:27][C:26]=4[CH:30]=2)[C:17]([O:19][CH2:20][CH3:21])=[O:18])[C:9]3=[O:32])=[O:35])=[CH:43][CH:42]=1)(=[O:39])[CH3:38] |^1:35|. Procedure: To a suspension of 6 mmole of 3-[(acetyloxy)methyl]-7-[[3-ethoxy-1,3-dioxo-2-(2,3-dihydro-5-benzofuranyl)-propyl]amino]-8-oxo-5-thia-1-azabicyclo[4.2.0]oct-2-ene-2-carboxylic acid, sodium salt in 40 ml of dimethylformamide (DMF) is added 2 equivalents of p-(acetyloxy)-benzyl alcohol. The mixture is cooled to 0° C. after which 6.8 mM of dicyclohexylcarbodiimide in 10 ml of DMF is added dropwise with stirring. The mixture is stirred at 0° C. for 1 hour and an addition 4 hours at room temperature. ... The reactants are CO, [H][H], Nc1ccccc1, COc1ccc(O)c(C=O)c1. Yields the product COc1ccc(O)c(CNc2ccccc2)c1. Reaction SMILES: [CH3:21][OH:22].[H:19][H:20].[NH2:12][c:13]1[cH:14][cH:15][cH:16][cH:17][cH:18]1.[OH:1][c:2]1[c:3]([CH:4]=[O:5])[cH:6][c:7]([O:10][CH3:11])[cH:8][cH:9]1>>[OH:1][c:2]1[c:3]([CH2:4][NH:12][c:13]2[cH:14][cH:15][cH:16][cH:17][cH:18]2)[cH:6][c:7]([O:10][CH3:11])[cH:8][cH:9]1. Starting materials: IC (iodomethane), ClC1=C(C=CC=C1)/C(=C(/C=1C=C2C=NNC2=CC1)\C1=CC=C(C=C1)/C=C/C(=O)O)/CC ((E)-3-(4-((E)-2-(2-chlorophenyl)-1-(1H-indazol-5-yl)but-1-en-1-yl)phenyl)acrylic acid), ClC1=C(C=CC=C1)/C(=C(/C=1C=C2C=NNC2=CC1)\C1=CC=C(C=C1)/C=C/C(=O)O)/CC ((E)-3-(4-((E)-2-(2-chlorophenyl)-1-(1H-indazol-5-yl)but-1-en-1-yl)phenyl)acrylic acid), C(=O)([O-])[O-].[Cs+].[Cs+] (Cs2CO3), CN(C)C=O (DMF). Solvent: O (water). Reaction conditions: time 8 hour. Yields the product ClC1=C(C=CC=C1)/C(=C(/C=1C=C2C=NN(C2=CC1)C)\C1=CC=C(C=C1)/C=C/C(=O)OC)/CC ((E)-methyl 3-(4-((E)-2-(2-chlorophenyl)-1-(1-methyl-1H-indazol-5-yl)but-1-en-1-yl)phenyl)acrylate). RXN SMILES: [Cl:1][C:2]1[CH:7]=[CH:6][CH:5]=[CH:4][C:3]=1/[C:8](/[CH2:30][CH3:31])=[C:9](\[C:19]1[CH:24]=[CH:23][C:22](/[CH:25]=[CH:26]/[C:27]([OH:29])=[O:28])=[CH:21][CH:20]=1)/[C:10]1[CH:11]=[C:12]2C(=[CH:17][CH:18]=1)N[N:14]=[CH:13]2.[C:32]([O-])([O-])=O.[Cs+].[Cs+].IC.C[N:41]([CH:43]=O)[CH3:42]>O>[Cl:1][C:2]1[CH:7]=[CH:6][CH:5]=[CH:4][C:3]=1/[C:8](/[CH2:30][CH3:31])=[C:9](\[C:19]1[CH:20]=[CH:21][C:22](/[CH:25]=[CH:26]/[C:27]([O:29][CH3:32])=[O:28])=[CH:23][CH:24]=1)/[C:10]1[CH:11]=[C:12]2[C:43](=[CH:17][CH:18]=1)[N:41]([CH3:42])[N:14]=[CH:13]2 |f:1.2.3|. Procedure: To a mixture of (E)-3-(4-((E)-2-(2-chlorophenyl)-1-(1H-indazol-5-yl)but-1-en-1-yl)phenyl)acrylic acid (80 mg, 0.19 mmol; Compound 16) and Cs2CO3 (0.15 g, 0.46 mmol) in DMF (3.8 mL) at room temperature, iodomethane (65 mg, 0.46 mmol) was added. The mixture was stirred at room temperature overnight, diluted with water, extracted with EtOAc, and concentrated to give the (E)-methyl 3-(4-((E)-2-(2-chlorophenyl)-1-(1-methyl-1H-indazol-5-yl)but-1-en-1-yl)phenyl)acrylate. This residue was redissolved in... The reactants are ClC1=C(C=C(C=C1)S(=O)(=O)NC=1C(=NC=C(C1)Cl)C(C1=C(C=CC=C1[N+](=O)[O-])Cl)=O)C(F)(F)F (4-chloro-N-(5-chloro-2-(2-chloro-6-nitrobenzoyl)pyridin-3-yl)-3-(trifluoromethyl) benzenesulfonamide). The reagents and catalysts are [Fe] (iron). Run in C(C)(=O)O (acetic acid), CCOC(=O)C (EtOAc). Reaction conditions: time 2 hour. The product is NC1=C(C(=O)C2=NC=C(C=C2NS(=O)(=O)C2=CC(=C(C=C2)Cl)C(F)(F)F)Cl)C(=CC=C1)Cl (N-(2-(2-Amino-6-chlorobenzoyl) 5-chloro-pyridin-3-yl)-4-chloro-3-(trifluoromethyl)benzenesulfonamide). Reaction SMILES: [Cl:1][C:2]1[CH:7]=[CH:6][C:5]([S:8]([NH:11][C:12]2[C:13]([C:19](=[O:30])[C:20]3[C:25]([N+:26]([O-])=O)=[CH:24][CH:23]=[CH:22][C:21]=3[Cl:29])=[N:14][CH:15]=[C:16]([Cl:18])[CH:17]=2)(=[O:10])=[O:9])=[CH:4][C:3]=1[C:31]([F:34])([F:33])[F:32]>C(O)(=O)C.CCOC(C)=O.[Fe]>[NH2:26][C:25]1[CH:24]=[CH:23][CH:22]=[C:21]([Cl:29])[C:20]=1[C:19]([C:13]1[C:12]([NH:11][S:8]([C:5]2[CH:6]=[CH:7][C:2]([Cl:1])=[C:3]([C:31]([F:34])([F:33])[F:32])[CH:4]=2)(=[O:10])=[O:9])=[CH:17][C:16]([Cl:18])=[CH:15][N:14]=1)=[O:30]. Procedure: A 50 mL round-bottom flask was charged with 4-chloro-N-(5-chloro-2-(2-chloro-6-nitrobenzoyl)pyridin-3-yl)-3-(trifluoromethyl) benzenesulfonamide (350 mg, 0.63 mmol), iron powder (560 mg, 10 mmol) in acetic acid (30 mL) and stirred at room temperature for 2 h and then at 50° C. for 30 min. After cooling, the reaction mixture was diluted with EtOAc, filtered through Celite and evaporated the solvent in vacuo. The residue was dissolved in EtOAc and washed with NaHCO3 (sat), brine, dried over MgSO4,...